From a dataset of the Open Reaction Database (ORD), a public repository of structured organic reaction records. describe an organic reaction: reactants, conditions, products, and yield Reactants: C(C(C)C)(=O)CC(=O)OCC (ethyl isobutyrylacetate), FC1=CC=C(C=O)C=C1 (4-fluorobenzaldehyde), [Br-].C(C1=CC=CC=C1)[P+](C1=CC=CC=C1)(C1=CC=CC=C1)C1=CC=CC=C1.[NH2-].[Na+] (benzyl triphenylphosphonium bromide sodium amide). Run in C(C)(=O)OCC.CCCCCC (ethyl acetate hexane). The product is C(C)(C)C1=NC(=C(C(=C1CO)C1=CC=C(C=C1)F)\C=C\C1=CC=CC=C1)C(C)C (2,6-Diisopropyl-3hydroxymethyl-4-(4-fluorophenyl)-5-[2(E)-phenyl-ethenyl]pyridine). Reaction SMILES: [C:1]([CH2:6][C:7]([O:9]CC)=O)(=O)[CH:2]([CH3:4])[CH3:3].[F:12][C:13]1[CH:20]=[CH:19][C:16]([CH:17]=O)=[CH:15][CH:14]=1.[Br-].[CH2:22]([P+](C1C=CC=CC=1)(C1C=CC=CC=1)C1C=CC=CC=1)[C:23]1[CH:28]=[CH:27][CH:26]=[CH:25][CH:24]=1.[NH2-:48].[Na+]>C(OCC)(=O)C.CCCCCC>[CH:2]([C:1]1[C:6]([CH2:7][OH:9])=[C:17]([C:16]2[CH:19]=[CH:20][C:13]([F:12])=[CH:14][CH:15]=2)[C:6](/[CH:7]=[CH:22]/[C:23]2[CH:24]=[CH:25][CH:26]=[CH:27][CH:28]=2)=[C:1]([CH:2]([CH3:4])[CH3:3])[N:48]=1)([CH3:3])[CH3:4] |f:2.3.4.5,6.7|. Reported procedure: The title compound was prepared from ethyl isobutyrylacetate, 4-fluorobenzaldehyde and benzyl triphenylphosphonium bromide/sodium amide according to the procedures described in Example 1, Steps A-G. 1H NMR (300 MHz, CDCl3): δ7.21 (m, 9 H), 6.70 (d, J=16.5 Hz, 1 H), 6.26 (d, J=16.5 Hz, 1 H), 4.45 (d, J=5.5 Hz, 2 H), 3.48 (sept, J=6.6 Hz, 2 H), 1.37 (d, J=6.6 Hz, 6 H), 1.31 (d, J =6.6 Hz, 6 H), 1.29 (m, 1 H). FAB-MS: calculated for (C26H28FNO) 389, found 390 (M+H). Anal. Calcd for C26H28FNO: C, 80... Reactants: IC1=C(C=CC=C1)NC1CCN(CC1)C (N-(2-iodophenyl)-1-methylpiperidin-4-amine), C(C=C)(=O)OC (methyl acrylate), C1(=C(C=CC=C1)P(C1=C(C=CC=C1)C)C1=C(C=CC=C1)C)C (tri-o-tolylphosphine), C(C)(C)N(CC)C(C)C (diisopropylethylamine). Reagents/catalysts: C(C)(=O)[O-].[Pd+2].C(C)(=O)[O-] (palladium acetate). Run in CN(C)C=O (DMF), CO.C(Cl)Cl (MeOH CH2Cl2). Run at temperature 100 celsius. Product: CN1CCC(CC1)NC1=C(C=CC=C1)/C=C/C(=O)OC ((E)-Methyl 3-(2-(1-methylpiperidin-4-ylamino)phenyl)acrylate). As a reaction SMILES: I[C:2]1[CH:7]=[CH:6][CH:5]=[CH:4][C:3]=1[NH:8][CH:9]1[CH2:14][CH2:13][N:12]([CH3:15])[CH2:11][CH2:10]1.[C:16]([O:20][CH3:21])(=[O:19])[CH:17]=[CH2:18].C1(C)C=CC=CC=1P(C1C=CC=CC=1C)C1C=CC=CC=1C.C(N(C(C)C)CC)(C)C>CN(C=O)C.CO.C(Cl)Cl.C([O-])(=O)C.[Pd+2].C([O-])(=O)C>[CH3:15][N:12]1[CH2:13][CH2:14][CH:9]([NH:8][C:3]2[CH:4]=[CH:5][CH:6]=[CH:7][C:2]=2/[CH:18]=[CH:17]/[C:16]([O:20][CH3:21])=[O:19])[CH2:10][CH2:11]1 |f:5.6,7.8.9|. Procedure details: A solution of N-(2-iodophenyl)-1-methylpiperidin-4-amine (550 mg, 1.74 mmol), methyl acrylate (157 μL, 1.74 mmol), palladium acetate (39 mg, 0.17 mmol), tri-o-tolylphosphine (106 mg, 0.35) and diisopropylethylamine (608 μL, 3.48 mmol) in 7 mL DMF was deoxygenated with argon then heated at 100° C. for 5 hours. The mixture was cooled to room temperature then partitioned between EtOAc (150 mL) and H2O (20 mL). After extraction, the organic layer was separated and rinsed with brine. The organic laye... The reactants are C(C)(C)(C)C=1N=C(C2=C(N1)N(N=N2)CC)N2CC(CC2)(F)F (5-tert-Butyl-7-(3,3-difluoro-pyrrolidin-1-yl)-3-ethyl-3H-[1,2,3]triazolo[4,5-d]pyrimidine), C(C)(C)(C)C=1N=C(C2=C(N1)NN=N2)N2CC(CC2)(F)F (5-tert-butyl-7-(3,3-difluoropyrrolidin-1-yl)-3H-[1,2,3]triazolo[4,5-d]pyrimidine), BrCC1=C(C=CC(=C1Cl)F)F (2-(bromomethyl)-3-chloro-1,4-difluorobenzene). The product is C(C)(C)(C)C=1N=C(C2=C(N1)N(N=N2)CC2=C(C(=CC=C2F)F)Cl)N2CC(CC2)(F)F (5-tert-Butyl-3-(2-chloro-3,6-difluoro-benzyl)-7-(3,3-difluoro-pyrrolidin-1-yl)-3H-[1,2,3]triazolo[4,5-d]pyrimidine), solid. Isolated yield 44.0%. Reaction SMILES: [C:1]([C:5]1[N:6]=[C:7]([N:16]2[CH2:20][CH2:19][C:18]([F:22])([F:21])[CH2:17]2)[C:8]2[N:13]=[N:12][N:11]([CH2:14][CH3:15])[C:9]=2[N:10]=1)([CH3:4])([CH3:3])[CH3:2].C(C1N=C(N2CCC(F)(F)C2)C2N=NNC=2N=1)(C)(C)C.BrCC1[C:50]([Cl:51])=[C:49]([F:52])[CH:48]=[CH:47][C:46]=1[F:53]>>[C:1]([C:5]1[N:6]=[C:7]([N:16]2[CH2:20][CH2:19][C:18]([F:21])([F:22])[CH2:17]2)[C:8]2[N:13]=[N:12][N:11]([CH2:14][C:15]3[C:46]([F:53])=[CH:47][CH:48]=[C:49]([F:52])[C:50]=3[Cl:51])[C:9]=2[N:10]=1)([CH3:2])([CH3:3])[CH3:4]. Procedure details: In analogy to the procedure described for the synthesis of 5-tert-butyl-7-(3,3-difluoro-pyrrolidin-1-yl)-3-ethyl-3H-[1,2,3]triazolo[4,5-d]pyrimidine (example 61), the title compound was prepared from 5-tert-butyl-7-(3,3-difluoropyrrolidin-1-yl)-3H-[1,2,3]triazolo[4,5-d]pyrimidine and 2-(bromomethyl)-3-chloro-1,4-difluorobenzene and isolated as white solid (8.0 mg, 44%). MS (m/e): 443.4 (MH+). The reactants are C(C)(C)(C)OC(=O)N1[C@@H](CC(C1)=CCl)C(=O)O ((2S,4EZ)-1-(tert-butoxycarbonyl)-4-(chloromethylene)-2-pyrrolidinecarboxylic acid), C(C1=CC=CC=C1)(=O)Cl (benzoyl chloride), O1C(=CC=C1)CN (2-furylmethylamine). The product is C(C1=CC=CC=C1)(=O)N1[C@@H](CC(C1)=CCl)C(=O)NCC=1OC=CC1 ((2S,4EZ)-1-benzoyl-4-(chloromethylene)-N-(2-furylmethyl)-2-pyrrolidinecarboxamide). RXN SMILES: C(O[C:6]([N:8]1[CH2:12][C:11](=[CH:13][Cl:14])[CH2:10][C@H:9]1[C:15]([OH:17])=O)=[O:7])(C)(C)C.C(Cl)(=O)[C:19]1[CH:24]=[CH:23][CH:22]=[CH:21][CH:20]=1.[O:27]1[CH:31]=[CH:30][CH:29]=[C:28]1[CH2:32][NH2:33]>>[C:6]([N:8]1[CH2:12][C:11](=[CH:13][Cl:14])[CH2:10][C@H:9]1[C:15]([NH:33][CH2:32][C:28]1[O:27][CH:31]=[CH:30][CH:29]=1)=[O:17])(=[O:7])[C:19]1[CH:20]=[CH:21][CH:22]=[CH:23][CH:24]=1. Reported procedure: Following the general method as outlined in Example 22, starting from (2S,4EZ)-1-(tert-butoxycarbonyl)-4-(chloromethylene)-2-pyrrolidinecarboxylic acid, benzoyl chloride, and 2-furylmethylamine the title compound was obtained in 73% purity by LC/MS. MS(ESI+): m/z=345.6. Starting materials: CS(=O)(=O)O (methanesulphonic acid), O1C(CCCC1)ONC(=O)[C@@H](C\C=C\C1=CC=CC=C1)[C@H](C(=O)NN(C1=NC(=NC(=C1)C)C)S(=O)(=O)C)CC(C)C ((E)-2(R)-[1(S)-[(tetrahydro-2-(RS)pyranyloxy)carbamoyl]-4-phenyl-3-butenyl]-2′-(methanesulphonyl)-4-methyl-2′-(2,6-dimethyl-4-pyrimidinyl)valerohydrazide). Product: CS(=O)(=O)O.ONC(=O)[C@@H](C\C=C\C1=CC=CC=C1)[C@H](C(=O)NN(C1=NC(=NC(=C1)C)C)S(=O)(=O)C)CC(C)C ((E)-2(R)-[1(S)-(hydroxycarbamoyl)-4-phenyl-3-butenyl]-2′-(methanesulphonyl)-4-methyl-2′-(2,6-dimethyl-4-pyrimidinyl)valerohydrazide methanesulphonate). Reaction SMILES: [CH3:1][S:2]([OH:5])(=[O:4])=[O:3].O1CCCCC1[O:12][NH:13][C:14]([C@H:16]([C@@H:26]([CH2:43][CH:44]([CH3:46])[CH3:45])[C:27]([NH:29][N:30]([S:39]([CH3:42])(=[O:41])=[O:40])[C:31]1[CH:36]=[C:35]([CH3:37])[N:34]=[C:33]([CH3:38])[N:32]=1)=[O:28])[CH2:17]/[CH:18]=[CH:19]/[C:20]1[CH:25]=[CH:24][CH:23]=[CH:22][CH:21]=1)=[O:15]>>[CH3:1][S:2]([OH:5])(=[O:4])=[O:3].[OH:12][NH:13][C:14]([C@H:16]([C@@H:26]([CH2:43][CH:44]([CH3:46])[CH3:45])[C:27]([NH:29][N:30]([S:39]([CH3:42])(=[O:41])=[O:40])[C:31]1[CH:36]=[C:35]([CH3:37])[N:34]=[C:33]([CH3:38])[N:32]=1)=[O:28])[CH2:17]/[CH:18]=[CH:19]/[C:20]1[CH:21]=[CH:22][CH:23]=[CH:24][CH:25]=1)=[O:15] |f:2.3|. Reported procedure: In a manner to that described in the first paragraph of Example 2, but using methanesulphonic acid in place of p-toluenesulphonic acid, starting from 0.049 g of (E)-2(R)-[1(S)-[(tetrahydro-2-(RS)pyranyloxy)carbamoyl]-4-phenyl-3-butenyl]-2′-(methanesulphonyl)-4-methyl-2′-(2,6-dimethyl-4-pyrimidinyl)valerohydrazide there was obtained 0.039 g of (E)-2(R)-[1(S)-(hydroxycarbamoyl)-4-phenyl-3-butenyl]-2′-(methanesulphonyl)-4-methyl-2′-(2,6-dimethyl-4-pyrimidinyl)valerohydrazide methanesulphonate in th... Starting materials: CC(=O)OC1C(CO)OC(n2cnc3c(Cl)ncnc32)C1OC(C)=O, CC(C)(C)OC(=O)NS(N)(=O)=O, CCOC(C)=O, CC(C)OC(=O)N=NC(=O)OC(C)C, c1ccc(P(c2ccccc2)c2ccccc2)cc1, O=P(c1ccccc1)(c1ccccc1)c1ccccc1. Product: CC(=O)OC1C(CN(C(=O)OC(C)(C)C)S(N)(=O)=O)OC(n2cnc3c(Cl)ncnc32)C1OC(C)=O. RXN SMILES: [C:1]([CH3:2])(=[O:3])[O:4][CH:5]1[CH:6]([n:16]2[c:17]3[n:18][cH:19][n:20][c:21]([Cl:25])[c:22]3[n:23][cH:24]2)[O:7][CH:8]([CH2:14][OH:15])[CH:9]1[O:10][C:11]([CH3:12])=[O:13].[C:26](=[O:27])([O:28][C:29]([CH3:30])([CH3:31])[CH3:32])[NH:33][S:34](=[O:35])(=[O:36])[NH2:37].[CH3:91][CH2:92][O:93][C:94](=[O:95])[CH3:96].[O:57]=[C:58]([O:59][CH:60]([CH3:61])[CH3:62])[N:63]=[N:64][C:65]([O:66][CH:67]([CH3:68])[CH3:69])=[O:70].[c:38]1([P:39]([c:40]2[cH:41][cH:42][cH:43][cH:44][cH:45]2)[c:46]2[cH:47][cH:48][cH:49][cH:50][cH:51]2)[cH:52][cH:53][cH:54][cH:55][cH:56]1.[c:71]1([P:72](=[O:73])([c:74]2[cH:75][cH:76][cH:77][cH:78][cH:79]2)[c:80]2[cH:81][cH:82][cH:83][cH:84][cH:85]2)[cH:86][cH:87][cH:88][cH:89][cH:90]1>>[C:1]([CH3:2])(=[O:3])[O:4][CH:5]1[CH:6]([n:16]2[c:17]3[n:18][cH:19][n:20][c:21]([Cl:25])[c:22]3[n:23][cH:24]2)[O:7][CH:8]([CH2:14][N:33]([C:26](=[O:27])[O:28][C:29]([CH3:30])([CH3:31])[CH3:32])[S:34](=[O:35])(=[O:36])[NH2:37])[CH:9]1[O:10][C:11]([CH3:12])=[O:13]. Starting materials: CN1CCC(=CC1CCC1=CC=CC=C1)C (1,4-dimethyl-6-phenethyl-1,2,3,6-tetrahydro-pyridine), CN1C(CC(=CC1)C)CCC1=CC=CC=C1 (1,4-dimethyl-2-phenethyl-1,2,3,6-tetrahydro-pyridine), [OH-].[Na+] (NaOH). Solvent: O (water), polyphosphoric acid, O (water), O (water). Reaction conditions: temperature 150 celsius, time 2 day. Product: CC12C3=CC=CC=C3CCC(N(CC1)C)C2 (1,11-Dimethyl-11-aza-tricyclo[8.3.1.0*2,7*]tetradeca-2,4,6-triene). Reaction SMILES: [CH3:1][N:2]1[CH:7]([CH2:8][CH2:9][C:10]2[CH:15]=[CH:14][CH:13]=[CH:12][CH:11]=2)[CH:6]=[C:5]([CH3:16])[CH2:4][CH2:3]1.CN1CC=C(C)CC1CCC1C=CC=CC=1.[OH-].[Na+]>O>[CH3:16][C:5]12[CH2:6][CH:7]([N:2]([CH3:1])[CH2:3][CH2:4]1)[CH2:8][CH2:9][C:10]1[C:11]2=[CH:12][CH:13]=[CH:14][CH:15]=1 |f:2.3|. Procedure: A mixture of 1,4-dimethyl-6-phenethyl-1,2,3,6-tetrahydro-pyridine and 1,4-dimethyl-2-phenethyl-1,2,3,6-tetrahydro-pyridine (ca. 3:1, 1.0 g) dissolved in polyphosphoric acid (5 mL) is stirred at 150° C. for 2 d. After cooling to ca. 80° C., water (30 mL) is added and the mixture is stirred vigorously for another 5 min. Then, the mixture is cooled in an ice bath, more water is added, and the mixture is basified using 40% NaOH in water. The resulting mixture is extracted with ethyl acetate, the com... Starting materials: COC(=O)c1ccc(CBr)cc1, CNc1nc(-c2ccccc2)cs1, CN(C)C=O, [H-], [Na+], O. Yields the product COC(=O)c1ccc(CN(C)c2nc(-c3ccccc3)cs2)cc1. As a reaction SMILES: [Br:16][CH2:17][c:18]1[cH:19][cH:20][c:21]([C:22](=[O:23])[O:24][CH3:25])[cH:26][cH:27]1.[CH3:1][NH:2][c:3]1[s:4][cH:5][c:6](-[c:8]2[cH:9][cH:10][cH:11][cH:12][cH:13]2)[n:7]1.[CH3:29][N:30]([CH3:31])[CH:32]=[O:33].[H-:14].[Na+:15].[OH2:28]>>[CH3:1][N:2]([c:3]1[s:4][cH:5][c:6](-[c:8]2[cH:9][cH:10][cH:11][cH:12][cH:13]2)[n:7]1)[CH2:17][c:18]1[cH:19][cH:20][c:21]([C:22](=[O:23])[O:24][CH3:25])[cH:26][cH:27]1. Starting materials: OCCC12CC3CC(CC(C3)C1)C2, CC(C)(C)OC(=O)N=NC(=O)OC(C)(C)C, C1CCOC1, CCOC(=O)c1ccc(O)cc1. Yields the product CCOC(=O)c1ccc(OCCC23CC4CC(CC(C4)C2)C3)cc1. As a reaction SMILES: [C:13]12([CH2:23][CH2:24][OH:25])[CH2:14][CH:15]3[CH2:16][CH:17]([CH2:18][CH:19]([CH2:20]1)[CH2:21]3)[CH2:22]2.[N:26]([C:27]([O:28][C:29]([CH3:30])([CH3:31])[CH3:32])=[O:33])=[N:34][C:35]([O:36][C:37]([CH3:38])([CH3:39])[CH3:40])=[O:41].[O:42]1[CH2:43][CH2:44][CH2:45][CH2:46]1.[OH:1][c:2]1[cH:3][cH:4][c:5]([C:6](=[O:7])[O:8][CH2:9][CH3:10])[cH:11][cH:12]1>>[O:1]([c:2]1[cH:3][cH:4][c:5]([C:6](=[O:7])[O:8][CH2:9][CH3:10])[cH:11][cH:12]1)[CH2:24][CH2:23][C:13]12[CH2:14][CH:15]3[CH2:16][CH:17]([CH2:18][CH:19]([CH2:20]1)[CH2:21]3)[CH2:22]2. Reactants: C=CC(O)C(Cc1ccccc1)NC(=O)OC(C)(C)C, CC(C)[Si](Cl)(C(C)C)C(C)C, CN(C)C=O, O, c1c[nH]cn1. Product: C=CC(O[Si](C(C)C)(C(C)C)C(C)C)C(Cc1ccccc1)NC(=O)OC(C)(C)C. RXN SMILES: [C:1]([CH3:2])([CH3:3])([CH3:4])[O:5][C:6](=[O:7])[NH:8][CH:9]([CH:10]([CH:11]=[CH2:12])[OH:13])[CH2:14][c:15]1[cH:16][cH:17][cH:18][cH:19][cH:20]1.[Cl:26][Si:27]([CH:28]([CH3:29])[CH3:30])([CH:31]([CH3:32])[CH3:33])[CH:34]([CH3:35])[CH3:36].[O:38]=[CH:39][N:40]([CH3:41])[CH3:42].[OH2:37].[nH:21]1[cH:22][cH:23][n:24][cH:25]1>>[C:1]([CH3:2])([CH3:3])([CH3:4])[O:5][C:6](=[O:7])[NH:8][CH:9]([CH:10]([CH:11]=[CH2:12])[O:13][Si:27]([CH:28]([CH3:29])[CH3:30])([CH:31]([CH3:32])[CH3:33])[CH:34]([CH3:35])[CH3:36])[CH2:14][c:15]1[cH:16][cH:17][cH:18][cH:19][cH:20]1.